This data is from the Open Reaction Database (ORD), a public repository of structured organic reaction records. The task is: describe an organic reaction: reactants, conditions, products, and yield Starting materials: S(=O)(Cl)Cl (thionyl chloride), OC(C(Cl)(Cl)Cl)NC(C1=C(C=CC=C1)O)=O (N-(1-hydroxy-2,2,2-trichloroethyl)-2-hydroxybenzamide), C(Cl)(Cl)(Cl)Cl (carbon tetrachloride). The solvent is CN(C=O)C (N,N-dimethylformamide). The product is ClC(C(Cl)(Cl)Cl)NC(C1=C(C=CC=C1)O)=O (N-(1,2,2,2-tetrachloroethyl)-2-hydroxybenzamide). Reaction SMILES: S(Cl)(Cl)=O.O[CH:6]([NH:11][C:12](=[O:20])[C:13]1[CH:18]=[CH:17][CH:16]=[CH:15][C:14]=1[OH:19])[C:7]([Cl:10])([Cl:9])[Cl:8].C(Cl)(Cl)(Cl)[Cl:22]>CN(C)C=O>[Cl:22][CH:6]([NH:11][C:12](=[O:20])[C:13]1[CH:18]=[CH:17][CH:16]=[CH:15][C:14]=1[OH:19])[C:7]([Cl:10])([Cl:9])[Cl:8]. Procedure: 5 g of thionyl chloride was added dropwise to the mixture of 10 g of N-(1-hydroxy-2,2,2-trichloroethyl)-2-hydroxybenzamide, 50 ml of carbon tetrachloride and 0.1 g of N,N-dimethylformamide under stirring. After effecting the reaction under reflux for one hour, the solvent was distilled off under reduced pressure to obtain N-(1,2,2,2-tetrachloroethyl)-2-hydroxybenzamide (m.p.: 113°-113.5° C.). Without taking out the compound thus resulted, thereto were added 50 ml of acetone and also 7.2 g of oct... Reactants: CCCCC1(CC(C)=O)CCc2cc(OC)ccc2C1=O, CCO, [K+], [OH-], O. Product: CCCCC12CCc3cc(OC)ccc3C1=CC(=O)C2. Reaction SMILES: [CH2:1]([CH2:2][CH2:3][CH3:4])[C:5]1([CH2:18][C:19]([CH3:20])=[O:21])[C:6](=[O:17])[c:7]2[cH:8][cH:9][c:10]([O:15][CH3:16])[cH:11][c:12]2[CH2:13][CH2:14]1.[CH3:24][CH2:25][OH:26].[K+:23].[OH-:22].[OH2:27]>>[CH2:1]([CH2:2][CH2:3][CH3:4])[C:5]12[C:6](=[CH:20][C:19](=[O:21])[CH2:18]1)[c:7]1[cH:8][cH:9][c:10]([O:15][CH3:16])[cH:11][c:12]1[CH2:13][CH2:14]2.